From a dataset of the Open Reaction Database (ORD), a public repository of structured organic reaction records. describe an organic reaction: reactants, conditions, products, and yield Starting materials: C(C)(=O)N1C2=CC=CC=C2C=2C=C(C=CC12)Br (9-Acetyl-3-bromocarbazole), C1=CC=CC=2C3=CC=CC=C3NC12 (carbazole). Reagents/catalysts: [Cu]=O (copper oxide). The solvent is N,N′-dimethylacetamide. Reaction conditions: temperature 170 celsius. The product is C1=CC=CC=2C3=CC=CC=C3N(C12)C=1C=CC=2NC3=CC=CC=C3C2C1 (3-(9-carbazolyl)carbazole). The yield is 82.4%. Reaction SMILES: [C:1]([N:4]1[C:16]2[CH:15]=[CH:14][C:13](Br)=[CH:12][C:11]=2[C:10]2[C:5]1=[CH:6][CH:7]=[CH:8][CH:9]=2)(=O)[CH3:2].[CH:18]1[C:30]2[NH:29][C:28]3[C:23](=[CH:24][CH:25]=[CH:26][CH:27]=3)[C:22]=2C=C[CH:19]=1>[Cu]=O>[CH:15]1[C:16]2[N:4]([C:1]3[CH:19]=[CH:18][C:30]4[NH:29][C:28]5[C:23]([C:22]=4[CH:2]=3)=[CH:24][CH:25]=[CH:26][CH:27]=5)[C:5]3[C:10](=[CH:9][CH:8]=[CH:7][CH:6]=3)[C:11]=2[CH:12]=[CH:13][CH:14]=1. Reported procedure: A mixture of 4.0 g of 9-Acetyl-3-bromocarbazole prepared as described above and 2.8 g of carbazole were stirred together in 30 ml N,N′-dimethylacetamide. To this was added 0.8 g of copper oxide and heated to 170° C. for 24 h. The reaction was quenched with water and the solid was filtered, washed with methanol, and dried under vacuum. The solid (5.0 g) was then taken up for further deprotection using 1.2 g KOH with THF (6 ml), methanol (12 ml) and water (12 ml) at reflux temperature. The reactio... Isolated yield 20.2%. As a reaction SMILES: [CH3:1][C:2]1[O:6][N:5]=[C:4]([C:7]2[CH:12]=[CH:11][CH:10]=[CH:9][CH:8]=2)[C:3]=1[C:13]1[N:14]=[CH:15][N:16]([C:18]2[CH:23]=[CH:22][C:21]([C:24]([F:27])([F:26])[F:25])=[CH:20][CH:19]=2)[CH:17]=1.[Li]CCCC.Cl[C:34]([O:36][CH2:37][CH3:38])=[O:35].O>C1COCC1>[CH2:37]([O:36][C:34]([C:15]1[N:16]([C:18]2[CH:19]=[CH:20][C:21]([C:24]([F:27])([F:25])[F:26])=[CH:22][CH:23]=2)[CH:17]=[C:13]([C:3]2[C:4]([C:7]3[CH:12]=[CH:11][CH:10]=[CH:9][CH:8]=3)=[N:5][O:6][C:2]=2[CH3:1])[N:14]=1)=[O:35])[CH3:38]. Yields the product C(C)OC(=O)C=1N(C=C(N1)C=1C(=NOC1C)C1=CC=CC=C1)C1=CC=C(C=C1)C(F)(F)F (4-(5-Methyl-3-phenyl-isoxazol-4-yl)-1-(4-trifluoromethyl-phenyl)-1H-imidazole-2-carboxylic acid ethyl ester). Conditions: temperature -25 celsius. Procedure: To a solution of 5-methyl-3-phenyl-4-[1-(4-trifluoromethyl-phenyl)-1H-imidazol-4-yl]-isoxazole (950 mg, 2.6 mmol) in THF (50 mL) at −78° C. was added BuLi (1.6 M in hexane, 2.4 mL, 3.9 mmol) and the resulting mixture allowed to warm up to −25° C. over 20 min and then re-cooled to −78° C. Then ethyl chloroformate (474 mg, 4.4 mmol) was added and the resulting mixture allowed to warm up to −25° C. over 3 h and then warmed up to 0° C. whereupon water was added. The reaction mixture was then extract... Solvent: C1CCOC1 (THF). The reactants are CC1=C(C(=NO1)C1=CC=CC=C1)C=1N=CN(C1)C1=CC=C(C=C1)C(F)(F)F (5-methyl-3-phenyl-4-[1-(4-trifluoromethyl-phenyl)-1H-imidazol-4-yl]-isoxazole), [Li]CCCC (BuLi), O (water), ClC(=O)OCC (ethyl chloroformate). Reactants: CC1C(NN=C2COC3=CC(=CC=C3N12)B1OC(C(O1)(C)C)(C)C)=O (4-methyl-7-(4,4,5,5-tetramethyl-[1,3,2]dioxaborolan-2-yl)-2,10-dihydro-9-oxa-1,2,4a-triaza-phenanthren-3-one), C(C)(C)(C)OC(=O)N1CCN(CC1)C1=C(C(=CC=C1)F)Br (4-(2-bromo-3-fluoro-phenyl)-piperazine-1-carboxylic acid tert-butyl ester), C([O-])([O-])=O.[Na+].[Na+] (sodium carbonate). The reagents and catalysts are C1=CC=C(C=C1)P([C-]2C=CC=C2)C3=CC=CC=C3.C1=CC=C(C=C1)P([C-]2C=CC=C2)C3=CC=CC=C3.Cl[Pd]Cl.[Fe+2] (Pd(dppf)Cl2). Run in CCO (EtOH), O (water). Conditions: temperature 100 celsius, time 4 hour. Product: C(C)(C)(C)OC(=O)N1CCN(CC1)C1=C(C(=CC=C1)F)C1=CC=C2N3C(C(NN=C3COC2=C1)=O)C (4-[3-fluoro-2-(4-methyl-3-oxo-2,3,4,10-tetrahydro-9-oxa-1,2,4a-triaza-phenanthren-7-yl)-phenyl]-piperazine-1-carboxylic acid tert-butyl ester). Isolated yield 46.4%. RXN SMILES: [CH3:1][CH:2]1[N:15]2[C:6]([CH2:7][O:8][C:9]3[C:14]2=[CH:13][CH:12]=[C:11](B2OC(C)(C)C(C)(C)O2)[CH:10]=3)=[N:5][NH:4][C:3]1=[O:25].[C:26]([O:30][C:31]([N:33]1[CH2:38][CH2:37][N:36]([C:39]2[CH:44]=[CH:43][CH:42]=[C:41]([F:45])[C:40]=2Br)[CH2:35][CH2:34]1)=[O:32])([CH3:29])([CH3:28])[CH3:27].C(=O)([O-])[O-].[Na+].[Na+]>CCO.O.C1C=CC(P(C2C=CC=CC=2)[C-]2C=CC=C2)=CC=1.C1C=CC(P(C2C=CC=CC=2)[C-]2C=CC=C2)=CC=1.Cl[Pd]Cl.[Fe+2]>[C:26]([O:30][C:31]([N:33]1[CH2:38][CH2:37][N:36]([C:39]2[CH:44]=[CH:43][CH:42]=[C:41]([F:45])[C:40]=2[C:11]2[CH:10]=[C:9]3[C:14]([N:15]4[C:6]([CH2:7][O:8]3)=[N:5][NH:4][C:3](=[O:25])[CH:2]4[CH3:1])=[CH:13][CH:12]=2)[CH2:35][CH2:34]1)=[O:32])([CH3:29])([CH3:27])[CH3:28] |f:2.3.4,7.8.9.10|. Reported procedure: To a solution of 4-methyl-7-(4,4,5,5-tetramethyl-[1,3,2]dioxaborolan-2-yl)-2,10-dihydro-9-oxa-1,2,4a-triaza-phenanthren-3-one (Preparation #19, 0.057 g, 0.174 mmol), 4-(2-bromo-3-fluoro-phenyl)-piperazine-1-carboxylic acid tert-butyl ester (0.06 g, 0.174 mmol) and Pd(dppf)Cl2 (0.012 g, 0.017 mmol) in EtOH (4 mL) and water (1 mL) was added sodium carbonate (0.036 g, 0.34 mmol) and the reaction mixture was stirred at 100° C. for 4 h. The reaction mixture was cooled to ambient temperature and conce... Run at time 8 hour. Starting materials: Cl (HCl), O1CCOCC1 (1,4-dioxane), OC(=O)C(F)(F)F.COC1=CC=C(C=C1)NC=1OC=C(N1)C(=O)N1C(CN(CC1)C(=O)OC(C)(C)C)COC=1C=NC=CC1 (tert-butyl 4-(2-(4-methoxyphenylamino)oxazole-4-carbonyl)-3-((pyridin-3-yloxy)methyl)piperazine-1-carboxylate TFA salt). Reported procedure: 4 M HCl in 1,4-dioxane (6 mL, 24 mmol) was added to a solution of tert-butyl 4-(2-(4-methoxyphenylamino)oxazole-4-carbonyl)-3-((pyridin-3-yloxy)methyl)piperazine-1-carboxylate TFA salt (35.5 mg, 0.057 mmol) in MeOH (1 mL). After stirring overnight, the reaction mixture was concentrated under reduced pressure and purified by HPLC (5 to 50% MeCN/0.1% TFA in H2O/0.1% TFA gradient). The fractions containing the desired product were concentrated under reduced pressure, dissolved in MeOH (1 mL), and t... The product is Cl.Cl.COC1=CC=C(C=C1)NC=1OC=C(N1)C(=O)N1C(CNCC1)COC=1C=NC=CC1 ((2-(4-methoxyphenylamino)oxazol-4-yl)(2-((pyridin-3-yloxy)methyl)piperazin-1-yl)methanone dihydrochloride). Yield: 73.0%. Run in CO (MeOH). Reaction SMILES: [ClH:1].O1CCOCC1.OC(C(F)(F)F)=O.[CH3:15][O:16][C:17]1[CH:22]=[CH:21][C:20]([NH:23][C:24]2[O:25][CH:26]=[C:27]([C:29]([N:31]3[CH2:36][CH2:35][N:34](C(OC(C)(C)C)=O)[CH2:33][CH:32]3[CH2:44][O:45][C:46]3[CH:47]=[N:48][CH:49]=[CH:50][CH:51]=3)=[O:30])[N:28]=2)=[CH:19][CH:18]=1>CO>[ClH:1].[ClH:1].[CH3:15][O:16][C:17]1[CH:18]=[CH:19][C:20]([NH:23][C:24]2[O:25][CH:26]=[C:27]([C:29]([N:31]3[CH2:36][CH2:35][NH:34][CH2:33][CH:32]3[CH2:44][O:45][C:46]3[CH:47]=[N:48][CH:49]=[CH:50][CH:51]=3)=[O:30])[N:28]=2)=[CH:21][CH:22]=1 |f:2.3,5.6.7|. Reactants: CCOC(=N)Cc1ccccc1C, CCO, Cl, Cc1ccccc1COc1cccnc1N. The product is Cl, Cc1ccccc1COc1cccnc1NC(=N)Cc1ccccc1C. As a reaction SMILES: [CH3:18][c:19]1[c:20]([CH2:25][C:26]([O:27][CH2:28][CH3:29])=[NH:30])[cH:21][cH:22][cH:23][cH:24]1.[CH3:31][CH2:32][OH:33].[ClH:17].[NH2:1][c:2]1[n:3][cH:4][cH:5][cH:6][c:7]1[O:8][CH2:9][c:10]1[c:11]([CH3:16])[cH:12][cH:13][cH:14][cH:15]1>>[ClH:17].[NH:1]([c:2]1[n:3][cH:4][cH:5][cH:6][c:7]1[O:8][CH2:9][c:10]1[c:11]([CH3:16])[cH:12][cH:13][cH:14][cH:15]1)[C:26]([CH2:25][c:20]1[c:19]([CH3:18])[cH:24][cH:23][cH:22][cH:21]1)=[NH:30]. Starting materials: FC=1C=CC2=C(N(C(N2)=O)C2CCN(CC2)C(=O)OCC)C1 (Ethyl 4-(6-fluoro-2-oxo-2,3-dihydro-1H-benzimidazol-1-yl)-1-piperidinecarboxylate), [OH-].[Na+] (NaOH), aqueous solution, [OH-].[Na+] (sodium hydroxide). Solvent: Cl (HCl). Product: FC=1C=CC2=C(N(C(N2)=O)C2CCNCC2)C1 (6-Fluoro-1-(4-piperidinyl)-1,3-dihydro-2H-benzimidazol-2-one). Isolated yield 106.3%. RXN SMILES: [F:1][C:2]1[CH:3]=[CH:4][C:5]2[NH:9][C:8](=[O:10])[N:7]([CH:11]3[CH2:16][CH2:15][N:14](C(OCC)=O)[CH2:13][CH2:12]3)[C:6]=2[CH:22]=1.[OH-].[Na+]>Cl>[F:1][C:2]1[CH:3]=[CH:4][C:5]2[NH:9][C:8](=[O:10])[N:7]([CH:11]3[CH2:12][CH2:13][NH:14][CH2:15][CH2:16]3)[C:6]=2[CH:22]=1 |f:1.2|. Procedure details: D3 (9.6 g, 30 mmol) was suspended in a 2.5M aqueous solution of sodium hydroxide (75 mL). The suspension was refluxed for 15 hours and then allowed to cool. The solution was acidified with 6M HCl (˜40 mL) until no more effervescence was observed (˜pH 2) and then the pH was carefully adjusted to pH 8.5 using 2.5 M aqueous NaOH. The resulting precipitate was collected by filtration, washed with cold water (20 mL) and then dried under vacuum at 40° C. for 15 hours to give the title compound (7.5 g,... Reactants: ClC=1C(=NC=C(C1)OC)C(C)=O (1-(3-chloro-5-methoxypyridin-2-yl)ethanone), [Br-].[Br-].[Br-].C[N+](C1=CC=CC=C1)(C)C.C[N+](C)(C)C1=CC=CC=C1.C[N+](C)(C)C1=CC=CC=C1 (trimethylphenylammonium tribromide). The solvent is O1CCCC1 (tetrahydrofuran). Conditions: time 16 hour. Yields the product BrCC(=O)C1=NC=C(C=C1Cl)OC (2-bromo-1-(3-chloro-5-methoxypyridin-2-yl)ethanone). The yield is 76.8%. RXN SMILES: [Cl:1][C:2]1[C:3]([C:10](=[O:12])[CH3:11])=[N:4][CH:5]=[C:6]([O:8][CH3:9])[CH:7]=1.[Br-:13].[Br-].[Br-].C[N+](C)(C)C1C=CC=CC=1.C[N+](C1C=CC=CC=1)(C)C.C[N+](C1C=CC=CC=1)(C)C>O1CCCC1>[Br:13][CH2:11][C:10]([C:3]1[C:2]([Cl:1])=[CH:7][C:6]([O:8][CH3:9])=[CH:5][N:4]=1)=[O:12] |f:1.2.3.4.5.6|. Procedure details: To 0.90 g of 1-(3-chloro-5-methoxypyridin-2-yl)ethanone in 10 ml of tetrahydrofuran, 1.82 g of trimethylphenylammonium tribromide was added, and the mixture was stirred at room temperature for 16 hours. After completion of the reaction, the precipitated solid was filtered off, and the solvent was evaporated under reduced pressure. The resulting residue was purified by silica gel column chromatography using ethyl acetate-hexane (with a gradient of from 1:9 to 3:7) as the eluent to obtain 0.57 g o... Reaction SMILES: [CH3:1][O:2][C:3]1[CH:20]=[CH:19][C:6]([C:7]([NH:9][C:10]2[CH:15]=[CH:14][CH:13]=[CH:12][C:11]=2[N+:16]([O-])=O)=[O:8])=[CH:5][CH:4]=1>C(OCC)(=O)C>[CH3:1][O:2][C:3]1[CH:4]=[CH:5][C:6]([C:7]([NH:9][C:10]2[C:11]([NH2:16])=[CH:12][CH:13]=[CH:14][CH:15]=2)=[O:8])=[CH:19][CH:20]=1. Solvent: C(C)(=O)OCC (ethyl acetate). The reactants are COC1=CC=C(C(=O)NC2=C(C=CC=C2)[N+](=O)[O-])C=C1 (N-(4-methoxybenzoyl)-2-nitroaniline). The yield is 99.0%. The product is COC1=CC=C(C(=O)NC=2C(=CC=CC2)N)C=C1 (N1-(4-methoxybenzoyl)-1,2-benzenediamine), solid. Procedure details: Using a procedure similar to Example 1C except starting with N-(4-methoxybenzoyl)-2-nitroaniline in ethyl acetate, the title compound was obtained as a white solid (99%); MS(FD): 242. Reaction SMILES: [B-:29]([F:30])([F:31])([F:32])[F:33].[CH3:16][NH:17][O:18][CH3:19].[CH3:1][C:2]1([CH3:14])[CH2:3][c:4]2[c:5]([c:6]([C:9](=[O:10])[OH:11])[s:7][cH:8]2)[CH2:12][CH2:13]1.[CH3:51][S:52]([CH3:53])=[O:54].[CH:20]([N:21]([CH2:22][CH3:23])[CH:24]([CH3:25])[CH3:26])([CH3:27])[CH3:28].[ClH:15].[n:34]1([O:35][C:36]([N:37]([CH3:38])[CH3:39])=[N+:40]([CH3:41])[CH3:42])[c:43]2[cH:44][cH:45][cH:46][cH:47][c:48]2[n:49][n:50]1>>[CH3:1][C:2]1([CH3:14])[CH2:3][c:4]2[c:5]([c:6]([C:9](=[O:10])[N:17]([CH3:16])[O:18][CH3:19])[s:7][cH:8]2)[CH2:12][CH2:13]1. Product: CON(C)C(=O)c1scc2c1CCC(C)(C)C2. Reactants: F[B-](F)(F)F, CNOC, CC1(C)CCc2c(csc2C(=O)O)C1, CS(C)=O, CCN(C(C)C)C(C)C, Cl, CN(C)C(On1nnc2ccccc21)=[N+](C)C.